From a dataset of the Open Reaction Database (ORD), a public repository of structured organic reaction records. describe an organic reaction: reactants, conditions, products, and yield Starting materials: ClC1=C(OC=2C(=NC(=NC2C=O)N2CCOCC2)NS(=O)(=O)C2=NC=C(C=C2)C(C)C)C=C(C=C1)OC (5-isopropyl-pyridine-2-sulphonic acid 5-(2-chloro-5-methoxy-phenoxy)-6-formyl-2-morpholin-4-yl-pyrimidin-4-ylamide), [BH4-].[Na+] (sodium borohydride). Solvent: C(C)O (ethanol). Conditions: temperature 80 celsius, time 1 hour. Yields the product ClC1=C(OC=2C(=NC(=NC2CO)N2CCOCC2)NS(=O)(=O)C2=NC=C(C=C2)C(C)C)C=C(C=C1)OC (5-isopropyl-pyridine-2-sulphonic acid 5-(2-chloro-5-methoxy-phenoxy)-6-hydroxymethyl-2-morpholin-4-yl-pyrimidin-4-ylamide). Yield: 71.7%. RXN SMILES: [Cl:1][C:2]1[CH:35]=[CH:34][C:33]([O:36][CH3:37])=[CH:32][C:3]=1[O:4][C:5]1[C:6]([NH:19][S:20]([C:23]2[CH:28]=[CH:27][C:26]([CH:29]([CH3:31])[CH3:30])=[CH:25][N:24]=2)(=[O:22])=[O:21])=[N:7][C:8]([N:13]2[CH2:18][CH2:17][O:16][CH2:15][CH2:14]2)=[N:9][C:10]=1[CH:11]=[O:12].[BH4-].[Na+]>C(O)C>[Cl:1][C:2]1[CH:35]=[CH:34][C:33]([O:36][CH3:37])=[CH:32][C:3]=1[O:4][C:5]1[C:6]([NH:19][S:20]([C:23]2[CH:28]=[CH:27][C:26]([CH:29]([CH3:31])[CH3:30])=[CH:25][N:24]=2)(=[O:22])=[O:21])=[N:7][C:8]([N:13]2[CH2:14][CH2:15][O:16][CH2:17][CH2:18]2)=[N:9][C:10]=1[CH2:11][OH:12] |f:1.2|. Reported procedure: 0.1 g of the compound obtained in Example 37 in 3 ml of ethanol was treated with 0.014 g of sodium borohydride. The reaction mixture was stirred at 80° C. for 1 hour. Thereafter, the ethanol was distilled off and the residue was partitioned between chloroform and 1 N HCl. The organic phase was washed with water and dried, the solvent was evaporated and the residue was chromatographed over silica gel with chloroform-methanol. After recrystallization from dichloromethane-ethanol there was obtained... Starting materials: N#CC1Cc2ccccc2C1, CC(=O)OC(C)=O, O=[N+]([O-])O. The product is N#CC1Cc2ccc([N+](=O)[O-])cc2C1. RXN SMILES: [C:5](#[N:6])[CH:7]1[CH2:8][c:9]2[cH:10][cH:11][cH:12][cH:13][c:14]2[CH2:15]1.[CH3:16][C:17]([O:18][C:19](=[O:20])[CH3:21])=[O:22].[OH:1][N+:2]([O-:3])=[O:4]>>[O-:1][N+:2](=[O:4])[c:12]1[cH:11][cH:10][c:9]2[c:14]([cH:13]1)[CH2:15][CH:7]([C:5]#[N:6])[CH2:8]2. Reactants: CC(C)OC(=O)c1cc(-n2c(=O)[nH]c3c(c2=O)CCC3)c(Br)cc1Br, COS(=O)(=O)OC, CC(C)O. Yields the product CC(C)OC(=O)c1cc(-n2c(=O)c3c(n(C)c2=O)CCC3)c(Br)cc1Br. As a reaction SMILES: [Br:1][c:2]1[c:3]([C:4](=[O:5])[O:6][CH:7]([CH3:8])[CH3:9])[cH:10][c:11](-[n:15]2[c:16](=[O:25])[nH:17][c:18]3[c:19]([c:20]2=[O:21])[CH2:22][CH2:23][CH2:24]3)[c:12]([Br:14])[cH:13]1.[CH3:26][O:27][S:28]([O:29][CH3:30])(=[O:31])=[O:32].[CH:33]([OH:34])([CH3:35])[CH3:36]>>[Br:1][c:2]1[c:3]([C:4](=[O:5])[O:6][CH:7]([CH3:8])[CH3:9])[cH:10][c:11](-[n:15]2[c:16](=[O:25])[n:17]([CH3:26])[c:18]3[c:19]([c:20]2=[O:21])[CH2:22][CH2:23][CH2:24]3)[c:12]([Br:14])[cH:13]1. The reactants are CC(=CCCN1CCC(CC1)NC(C(O)(C1=CC(=CC=C1)F)C1CCCC1)=O)C (N-[1-(4-Methyl -3-pentenyl)piperidin-4-yl]-2-cyclopentyl-2-(3-fluorophenyl)-2-hydroxyacetamide), Cl.Cl.NC1CCN(CC1)CC1CCCCCC1 (4-amino-1-(cycloheptylmethyl)piperidine dihydrochloride). Product: C1(CCCCCC1)CN1CCC(CC1)NC(C(O)(C1CCCC1)C1=CC(=CC=C1)F)=O (N-[1-(Cycloheptylmethyl)piperidin-4-yl]-2-(3-fluorophenyl)-2-cyclopentyl-2-hydroxyacetamide). Reaction SMILES: [CH3:1][C:2](C)=[CH:3][CH2:4][CH2:5][N:6]1[CH2:11][CH2:10][CH:9]([NH:12][C:13](=[O:28])[C:14]([CH:23]2[CH2:27][CH2:26][CH2:25][CH2:24]2)([C:16]2[CH:21]=[CH:20][CH:19]=[C:18]([F:22])[CH:17]=2)[OH:15])[CH2:8][CH2:7]1.Cl.Cl.N[CH:33]1[CH2:38]CN(CC2CCCCCC2)C[CH2:34]1>>[CH:4]1([CH2:5][N:6]2[CH2:7][CH2:8][CH:9]([NH:12][C:13](=[O:28])[C:14]([C:16]3[CH:21]=[CH:20][CH:19]=[C:18]([F:22])[CH:17]=3)([CH:23]3[CH2:27][CH2:26][CH2:25][CH2:24]3)[OH:15])[CH2:10][CH2:11]2)[CH2:38][CH2:33][CH2:34][CH2:1][CH2:2][CH2:3]1 |f:1.2.3|. Procedure details: The title compound was prepared in the same manner as described in Step 4 of Example 22 using 2-(3-fluorophenyl)-2-cyclopentyl-2-hydroxyacetic acid obtained in Example 53 and 4-amino-1-(cycloheptylmethyl)piperidine dihydrochloride. The reactants are COC(C1=C(C=CC=C1)OC=1C=NC=CC1[N+](=O)[O-])=O (2-(4-nitro-3-pyridinyloxy)benzoic acid methyl ester), N-oxide. Solvent: C(C)O (ethanol). Yields the product COC(C1=C(C=CC=C1)OC=1C=NC=CC1N)=O (2-(4-amino-3-pyridinyloxy)benzoic acid methyl ester), solid. As a reaction SMILES: [CH3:1][O:2][C:3](=[O:20])[C:4]1[CH:9]=[CH:8][CH:7]=[CH:6][C:5]=1[O:10][C:11]1[CH:12]=[N:13][CH:14]=[CH:15][C:16]=1[N+:17]([O-])=O>C(O)C>[CH3:1][O:2][C:3](=[O:20])[C:4]1[CH:9]=[CH:8][CH:7]=[CH:6][C:5]=1[O:10][C:11]1[CH:12]=[N:13][CH:14]=[CH:15][C:16]=1[NH2:17]. Procedure details: A solution of 2-(4-nitro-3-pyridinyloxy)benzoic acid methyl ester, N-oxide (30 g) in 1.5 L ethanol containing 1.5 g platinum oxide was hydrogenated for five hours at 50 psi. The mixture was filtered and concentrated to 26 g solid which was purified by flash chromatography (silica, 5% methanol in dichloromethane) to give 20 g of 2-(4-amino-3-pyridinyloxy)benzoic acid methyl ester and 4.5 g solid, d 200°. The latter material was purified by flash chromatography (silica, 10% methanol in dichloromet... The reactants are CCOC(C)=O, CCN(C(C)C)C(C)C, Clc1ccc2c(c1)CCCN2, ClCCl, O=S(=O)(OS(=O)(=O)C(F)(F)F)C(F)(F)F, O=C1OCCC1O. The product is O=C1OCCC1N1CCCc2cc(Cl)ccc21. As a reaction SMILES: [CH2:46]([O:47][C:48](=[O:49])[CH3:50])[CH3:51].[CH:1]([N:2]([CH:3]([CH3:4])[CH3:5])[CH2:6][CH3:7])([CH3:8])[CH3:9].[Cl:32][c:33]1[cH:34][c:35]2[c:40]([cH:41][cH:42]1)[NH:39][CH2:38][CH2:37][CH2:36]2.[Cl:43][CH2:44][Cl:45].[F:17][C:18]([S:19]([O:20][S:21]([C:22]([F:23])([F:24])[F:25])(=[O:26])=[O:27])(=[O:28])=[O:29])([F:30])[F:31].[OH:10][CH:11]1[C:12](=[O:16])[O:13][CH2:14][CH2:15]1>>[CH:11]1([N:39]2[CH2:38][CH2:37][CH2:36][c:35]3[cH:34][c:33]([Cl:32])[cH:42][cH:41][c:40]32)[C:12](=[O:16])[O:13][CH2:14][CH2:15]1. Starting materials: C(C=C)N(C)CCCCCCOC=1C=C2CCN=C(C2=CC1)C1=CC=C(C=C1)Br (allyl-[6-[1-(4-bromo-phenyl)-3,4-dihydro-isoquinolin-6-yloxy]-hexyl]-methyl-amine), [BH4-].[Na+] (sodium borohydride). Solvent: C(C)O (ethanol). Reaction conditions: temperature 0 celsius, time 8 hour. Product: C(C=C)N(C)CCCCCCOC=1C=C2CCNC(C2=CC1)C1=CC=C(C=C1)Br ((RS)-allyl-[6-[1-(4-bromo-phenyl)-1,2,3,4-tetrahydro-isoquinolin-6-yloxy]-hexyl]-methyl-amine). The yield is 76.3%. RXN SMILES: [CH2:1]([N:4]([CH2:6][CH2:7][CH2:8][CH2:9][CH2:10][CH2:11][O:12][C:13]1[CH:14]=[C:15]2[C:20](=[CH:21][CH:22]=1)[C:19]([C:23]1[CH:28]=[CH:27][C:26]([Br:29])=[CH:25][CH:24]=1)=[N:18][CH2:17][CH2:16]2)[CH3:5])[CH:2]=[CH2:3].[BH4-].[Na+]>C(O)C>[CH2:1]([N:4]([CH2:6][CH2:7][CH2:8][CH2:9][CH2:10][CH2:11][O:12][C:13]1[CH:14]=[C:15]2[C:20](=[CH:21][CH:22]=1)[CH:19]([C:23]1[CH:28]=[CH:27][C:26]([Br:29])=[CH:25][CH:24]=1)[NH:18][CH2:17][CH2:16]2)[CH3:5])[CH:2]=[CH2:3] |f:1.2|. Reported procedure: 0.3 g of allyl-[6-[1-(4-bromo-phenyl)-3,4-dihydro-isoquinolin-6-yloxy]-hexyl]-methyl-amine (Ex. 20d) is dissolved in 50 ml of ethanol and cooled to 0° C. using an ice bath. A total of 0.185 g of sodium borohydride is added in three portions within 10 minutes and the mixture is warmed to room temperature and stirred overnight. For the working-up, the reaction mixture is evaporated to a quarter and adjusted to pH~2 with 2M hydrochloric acid solution, again made basic with concentrated ammonia solu...